From a dataset of the Open Reaction Database (ORD), a public repository of structured organic reaction records. describe an organic reaction: reactants, conditions, products, and yield The reactants are CC(C)(C)[Si](C)(C)OCc1cccc(Nc2nccs2)n1, C1COCCO1, CCOC(C)=O, O=C1CCC(=O)N1Cl. Product: CC(C)(C)[Si](C)(C)OCc1cccc(Nc2ncc(Cl)s2)n1. Reaction SMILES: [C:1]([CH3:2])([CH3:3])([CH3:4])[Si:5]([O:6][CH2:7][c:8]1[cH:9][cH:10][cH:11][c:12]([NH:14][c:15]2[s:16][cH:17][cH:18][n:19]2)[n:13]1)([CH3:20])[CH3:21].[CH2:30]1[O:31][CH2:32][CH2:33][O:34][CH2:35]1.[CH3:36][CH2:37][O:38][C:39](=[O:40])[CH3:41].[Cl:22][N:23]1[C:24](=[O:25])[CH2:26][CH2:27][C:28]1=[O:29]>>[C:1]([CH3:2])([CH3:3])([CH3:4])[Si:5]([O:6][CH2:7][c:8]1[cH:9][cH:10][cH:11][c:12]([NH:14][c:15]2[s:16][c:17]([Cl:22])[cH:18][n:19]2)[n:13]1)([CH3:20])[CH3:21]. The reactants are [H][H] (hydrogen), [H][H] (hydrogen), C1(=CN2CCCC3=CC=CC1=C23)C=2C(N(C(C2C2=CN(C3=CC=CC=C23)C)=O)C)=O (3-(5,6-dihydro-4H-pyrrolo[3,2,1-ij]quinolin-1-yl)-4(1-methylindol-3-yl)-1-methyl pyrrole-2,5-dione), C1(=CC=CC=C1)C (Toluene). The reagents and catalysts are [Pd] (Pd—C). Run in CO (methanol), C(C)OC(C)=O (ethylacetate). Yields the product C1(=CN2CCCC3=CC=CC1=C23)[C@@H]2C(N(C([C@@H]2C2=CN(C3=CC=CC=C23)C)=O)C)=O ((±)-cis-3-(5,6-dihydro-4H-pyrrolo[3,2,1-ij]quinolin-1-yl)-4(1-methylindol-3-yl)-1-methyl pyrrolidine-2,5-dione). The yield is 56.7%. RXN SMILES: [C:1]1([C:13]2[C:14](=[O:30])[N:15]([CH3:29])[C:16](=[O:28])[C:17]=2[C:18]2[C:26]3[C:21](=[CH:22][CH:23]=[CH:24][CH:25]=3)[N:20]([CH3:27])[CH:19]=2)[C:11]2=[C:12]3[C:7](=[CH:8][CH:9]=[CH:10]2)[CH2:6][CH2:5][CH2:4][N:3]3[CH:2]=1.[H][H].C1(C)C=CC=CC=1>CO.C(OC(=O)C)C.[Pd]>[C:1]1([C@H:13]2[C@@H:17]([C:18]3[C:26]4[C:21](=[CH:22][CH:23]=[CH:24][CH:25]=4)[N:20]([CH3:27])[CH:19]=3)[C:16](=[O:28])[N:15]([CH3:29])[C:14]2=[O:30])[C:11]2=[C:12]3[C:7](=[CH:8][CH:9]=[CH:10]2)[CH2:6][CH2:5][CH2:4][N:3]3[CH:2]=1. Reported procedure: To a solution of 3-(5,6-dihydro-4H-pyrrolo[3,2,1-ij]quinolin-1-yl)-4(1-methylindol-3-yl)-1-methyl pyrrole-2,5-dione (93 mg) in methanol (5 ml) and ethylacetate (5 ml) was added 10% Pd—C (50 mg) and the mixture stirred at room temperature under 1 atmosphere of hydrogen for 48 hours. Toluene (50 ml) was added and the mixture again stirred at room temperature under 1 atmosphere of hydrogen for 2 hours. The mixture was then filtered through a pad of celite and evaporated to dryness to yield a residu...